This data is from the Open Reaction Database (ORD), a public repository of structured organic reaction records. The task is: describe an organic reaction: reactants, conditions, products, and yield Reactants: CCOC(=O)C(C)(C)Br, C1CCOC1, CCN(C(C)C)C(C)C, Nc1ccc(Cl)c(Cl)c1. Yields the product CCOC(=O)C(C)(C)Nc1ccc(Cl)c(Cl)c1. Reaction SMILES: [CH2:10]([CH3:11])[O:12][C:13]([C:14]([CH3:15])([CH3:16])[Br:17])=[O:18].[CH2:28]1[O:29][CH2:30][CH2:31][CH2:32]1.[CH:19]([N:20]([CH:21]([CH3:22])[CH3:23])[CH2:24][CH3:25])([CH3:26])[CH3:27].[NH2:1][c:2]1[cH:3][cH:4][c:5]([Cl:6])[c:7]([Cl:8])[cH:9]1>>[NH:1]([c:2]1[cH:3][cH:4][c:5]([Cl:6])[c:7]([Cl:8])[cH:9]1)[C:14]([C:13]([O:12][CH2:10][CH3:11])=[O:18])([CH3:15])[CH3:16]. Reactants: C(C(=O)Cl)(=O)Cl (Oxalyl chloride), COC=1C=C(COC2=C(C=C(C(=O)O)C=C2)Cl)C=CC1OC (4-(3,4-Dimethoxybenzyloxy)-3-chlorobenzoic acid), NC1=C(C(=O)OCC)C=C(C=C1)OC1=CC=CC=C1 (ethyl 2-amino-5-phenoxybenzoate), C(C)(C)N(CC)C(C)C (diisopropylethylamine). Reagents/catalysts: CN(C)C=O (DMF). The solvent is C(Cl)Cl (CH2Cl2). Reaction conditions: time 10 minute. Yields the product COC=1C=C(COC2=C(C=C(C(=O)NC3=C(C(=O)OCC)C=C(C=C3)OC3=CC=CC=C3)C=C2)Cl)C=CC1OC (ethyl 2-(4-(3,4-dimethoxybenzyloxy)-3-chlorobenzamido)-5-phenoxybenzoate). Reaction SMILES: [CH3:1][O:2][C:3]1[CH:4]=[C:5]([CH:18]=[CH:19][C:20]=1[O:21][CH3:22])[CH2:6][O:7][C:8]1[CH:16]=[CH:15][C:11]([C:12]([OH:14])=O)=[CH:10][C:9]=1[Cl:17].C(Cl)(=O)C(Cl)=O.[NH2:29][C:30]1[CH:40]=[CH:39][C:38]([O:41][C:42]2[CH:47]=[CH:46][CH:45]=[CH:44][CH:43]=2)=[CH:37][C:31]=1[C:32]([O:34][CH2:35][CH3:36])=[O:33].C(N(C(C)C)CC)(C)C>C(Cl)Cl.CN(C=O)C>[CH3:1][O:2][C:3]1[CH:4]=[C:5]([CH:18]=[CH:19][C:20]=1[O:21][CH3:22])[CH2:6][O:7][C:8]1[CH:16]=[CH:15][C:11]([C:12]([NH:29][C:30]2[CH:40]=[CH:39][C:38]([O:41][C:42]3[CH:47]=[CH:46][CH:45]=[CH:44][CH:43]=3)=[CH:37][C:31]=2[C:32]([O:34][CH2:35][CH3:36])=[O:33])=[O:14])=[CH:10][C:9]=1[Cl:17]. Procedure: A solution of 1B (200 mg, 0.62 mmol) in CH2Cl2 (10 mL) was cooled to 0° C. and treated with several drops of DMF. Oxalyl chloride was added dropwise over 10 minutes. The resulting solution was stirred for 10 minutes, and then concentrated to dryness. The resulting solid was dissolved in CH2Cl2 (10 mL) and treated with ethyl 2-amino-5-phenoxybenzoate (144 mg, 0.56 mmol) and diisopropylethylamine (130 μL, 0.74 mmol). The reaction was stirred at room temperature for 3 hours and then concentrated to...